Dataset: the Open Reaction Database (ORD), a public repository of structured organic reaction records. Task: describe an organic reaction: reactants, conditions, products, and yield The reactants are ClC1=CC=C(C=C1)C=1C=C(C=NC1OCC(F)(F)F)N (5-(4-chloro-phenyl)-6-(2,2, 2-trifluoro-ethoxy)-pyridin-3-ylamine), CC=1C(=NC=CC1)C(=O)O (3-methyl-2-pyridinecarboxylic acid). The product is ClC1=CC=C(C=C1)C=1C=C(C=NC1OCC(F)(F)F)NC(=O)C1=NC=CC=C1C (3-methyl-2-pyridinecarboxylic acid[5-(4-chloro-phenyl)-6-(2,2, 2-trifluoro-ethoxy)-pyridin-3-yl]-amide). RXN SMILES: [Cl:1][C:2]1[CH:7]=[CH:6][C:5]([C:8]2[CH:9]=[C:10]([NH2:20])[CH:11]=[N:12][C:13]=2[O:14][CH2:15][C:16]([F:19])([F:18])[F:17])=[CH:4][CH:3]=1.[CH3:21][C:22]1[C:23]([C:28](O)=[O:29])=[N:24][CH:25]=[CH:26][CH:27]=1>>[Cl:1][C:2]1[CH:3]=[CH:4][C:5]([C:8]2[CH:9]=[C:10]([NH:20][C:28]([C:23]3[C:22]([CH3:21])=[CH:27][CH:26]=[CH:25][N:24]=3)=[O:29])[CH:11]=[N:12][C:13]=2[O:14][CH2:15][C:16]([F:17])([F:18])[F:19])=[CH:6][CH:7]=1. Procedure details: The title compound was synthesized in analogy to Example 1, using 5-(4-chloro-phenyl)-6-(2,2, 2-trifluoro-ethoxy)-pyridin-3-ylamine and 3-methyl-2-pyridinecarboxylic acid as starting materials, MS (LC/MS): 422.0 (M+H). Starting materials: NCC=1SC=CC1 (2-(aminomethyl)-thiophene), BrCCCCC1(C2=CC=CC=C2C=2C=CC=CC12)C(=O)Cl (9-(4-bromo-butyl)-9H-fluorene-9-carboxylic acid chloride). Yields the product S1C(=CC=C1)CNC(=O)C1(C2=CC=CC=C2C=2C=CC=CC12)CCCCBr (9-(4-bromo-butyl)-9H-fluorene-9-carboxylic acid-(thiophen-2-ylmethyl)-amide). RXN SMILES: [NH2:1][CH2:2][C:3]1[S:4][CH:5]=[CH:6][CH:7]=1.[Br:8][CH2:9][CH2:10][CH2:11][CH2:12][C:13]1([C:26](Cl)=[O:27])[C:25]2[CH:24]=[CH:23][CH:22]=[CH:21][C:20]=2[C:19]2[C:14]1=[CH:15][CH:16]=[CH:17][CH:18]=2>>[S:4]1[CH:5]=[CH:6][CH:7]=[C:3]1[CH2:2][NH:1][C:26]([C:13]1([CH2:12][CH2:11][CH2:10][CH2:9][Br:8])[C:25]2[CH:24]=[CH:23][CH:22]=[CH:21][C:20]=2[C:19]2[C:14]1=[CH:15][CH:16]=[CH:17][CH:18]=2)=[O:27]. Procedure details: Prepared analogously to Example 1 from 2-(aminomethyl)-thiophene and 9-(4-bromo-butyl)-9H-fluorene-9-carboxylic acid chloride.